This data is from the Open Reaction Database (ORD), a public repository of structured organic reaction records. The task is: describe an organic reaction: reactants, conditions, products, and yield The reactants are O=C(OO)c1cccc(Cl)c1, COc1ccc(C=O)cc1Cl, ClCCl. Yields the product COc1ccc(O)cc1Cl. Reaction SMILES: [Cl:12][c:13]1[cH:14][cH:15][cH:16][c:17]([C:18]([O:19][OH:21])=[O:20])[cH:22]1.[Cl:1][c:2]1[cH:3][c:4]([CH:5]=[O:6])[cH:7][cH:8][c:9]1[O:10][CH3:11].[Cl:23][CH2:24][Cl:25]>>[Cl:1][c:2]1[cH:3][c:4]([OH:20])[cH:7][cH:8][c:9]1[O:10][CH3:11]. Starting materials: CC=1N(C=CC1C(=O)OCC)S(=O)(=O)N1CCCCC1 (Ethyl 2-methyl-1-(piperidin-1-ylsulfonyl)-1H-pyrrole-3-carboxylate), C1CC(=O)N(C1=O)Br (NBS). Run in CN(C)C=O (DMF), C1CCOC1 (THF), CC(OCC)=O (EA). Reaction conditions: time 8 hour. Product: BrC1=CC(=C(N1S(=O)(=O)N1CCCCC1)C)C(=O)OCC (Ethyl 5-bromo-2-methyl-1-(piperidin-1-ylsulfonyl)-1H-pyrrole-3-carboxylate). The yield is 69.6%. As a reaction SMILES: [CH3:1][C:2]1[N:3]([S:12]([N:15]2[CH2:20][CH2:19][CH2:18][CH2:17][CH2:16]2)(=[O:14])=[O:13])[CH:4]=[CH:5][C:6]=1[C:7]([O:9][CH2:10][CH3:11])=[O:8].C1C(=O)N([Br:28])C(=O)C1>CN(C=O)C.C1COCC1.CC(=O)OCC>[Br:28][C:4]1[N:3]([S:12]([N:15]2[CH2:20][CH2:19][CH2:18][CH2:17][CH2:16]2)(=[O:14])=[O:13])[C:2]([CH3:1])=[C:6]([C:7]([O:9][CH2:10][CH3:11])=[O:8])[CH:5]=1. Reported procedure: To a solution of compound 4a (4.77 g, 15.9 mmol) in dry DMF (20 mL) and dry THF (20 mL) was added NBS (3.12 g, 17.5 mmol) in portions at 0° C. The mixture was stirred at rt overnight, diluted with EA, washed with water and brine, dried over Na2SO4, concentrated and purified by CC (PE/EA=1/0 to 15/1) to give compound 4b (4.2 g, 63%). Starting materials: FC(C(=CC(=O)O)C)(F)F (4,4,4-trifluoro-3-methyl-2-butenoic acid), CSC1=CC=C(C#N)C=C1 (4-(methylthio)benzonitrile), C(C)(C)NC(C)C (diisopropylamine), C(CCC)[Li] (n-butyllithium), solution. Run in C1CCOC1 (THF), O (water), C1CCOC1 (THF), C1CCOC1 (THF), hexanes. Reaction conditions: time 15 minute. Yields the product FC(C1=CC(NC(=C1)C1=CC=C(C=C1)SC)=O)(F)F (4-(Trifluoromethyl)-6-[4-(methylthio)phenyl]-2-pyridone). Yield: 43.7%. RXN SMILES: C(NC(C)C)(C)C.C([Li])CCC.[F:13][C:14]([F:22])([F:21])[C:15]([CH3:20])=[CH:16][C:17](O)=[O:18].[CH3:23][S:24][C:25]1[CH:32]=[CH:31][C:28]([C:29]#[N:30])=[CH:27][CH:26]=1>C1COCC1.O>[F:13][C:14]([F:22])([F:21])[C:15]1[CH:20]=[C:29]([C:28]2[CH:31]=[CH:32][C:25]([S:24][CH3:23])=[CH:26][CH:27]=2)[NH:30][C:17](=[O:18])[CH:16]=1. Procedure: To a stirred solution of diisopropylamine (11.5 mL, 81.8 mmol) in THF (75 mL) at 0° C. was added n-butyllithium (51.1 mL of a 1.6M solution in hexanes, 81.8 mmol). After stirring for 15 minutes, a solution of 4,4,4-trifluoro-3-methyl-2-butenoic acid (6.0 g, 38.9 mmol) in THF (10 mL) was added dropwise. The reaction was allowed to warm to room temperature and stirred for 30 minutes before being cooled to 0° C. and treated dropwise with a solution of 4-(methylthio)benzonitrile (2.91 g, 19.5 mmol) ... Reactants: C(C)OC(=O)C1(OC(=O)C2=CC=CC=C2C1(C(C)C)O)C(=O)OCC (3,3-bis(ethoxycarbonyl)-4-hydroxy-4-isopropyl-3,4-dihydroisocoumarin), C(C)(=O)O (acetic acid), Cl (hydrochloric acid), C(O)([O-])=O.[Na+] (sodium hydrogen carbonate), ice water. Run in O (water). Yields the product C(C)(C)C1=C(OC(=O)C2=CC=CC=C12)C(=O)O (4-isopropylisocoumarin-3-carboxylic acid). Isolated yield 40.0%. RXN SMILES: C([O:3][C:4]([C:6]1(C(OCC)=O)[C:16](O)([CH:17]([CH3:19])[CH3:18])[C:15]2[C:10](=[CH:11][CH:12]=[CH:13][CH:14]=2)[C:8](=[O:9])[O:7]1)=[O:5])C.C(O)(=O)C.Cl.C(=O)([O-])O.[Na+]>O>[CH:17]([C:16]1[C:15]2[C:10](=[CH:11][CH:12]=[CH:13][CH:14]=2)[C:8](=[O:9])[O:7][C:6]=1[C:4]([OH:5])=[O:3])([CH3:19])[CH3:18] |f:3.4|. Procedure: A stirred mixture of crude 3,3-bis(ethoxycarbonyl)-4-hydroxy-4-isopropyl-3,4-dihydroisocoumarin (76 g), glacial acetic acid (500 ml) and concentrated hydrochloric acid (800 ml) was refluxed for 18 hours. The cooled mixture was added to ice/water (3500 ml) and the precipitated solid filtered off and washed with water to give an off-white solid. This was treated with a solution of sodium hydrogen carbonate (40 g) in water (400 ml) and the resultant solution was extracted with diethyl ether (150 ml... Reported procedure: To a solution of {4-[3-(2-Chloro-benzenesulfonylamino)-1-methylene-propyl]-6-fluoro-3-methyl-naphthalen-2-yl}-acetic acid methyl ester (140 mg, 0.294 mmol) in THF (6 mL) was added a solution of LiOH (141 mg, 5.88 mmol) in water (1.5 mL). The resulting mixture was warmed with a heat gun to produce a clear solution, which was stirred for 15 hours at room temperature. At this time, LCMS analysis indicated the complete conversion of starting material. The THF was evaporated and the aqueous layer was... Isolated yield 92.0%. Solvent: C1CCOC1 (THF), O (water). Reactants: COC(CC1=CC2=CC=C(C=C2C(=C1C)C(CCNS(=O)(=O)C1=C(C=CC=C1)Cl)=C)F)=O ({4-[3-(2-Chloro-benzenesulfonylamino)-1-methylene-propyl]-6-fluoro-3-methyl-naphthalen-2-yl}-acetic acid methyl ester), [Li+].[OH-] (LiOH). Reaction conditions: time 15 hour. Product: ClC1=C(C=CC=C1)S(=O)(=O)NCCC(=C)C1=C(C(=CC2=CC=C(C=C12)F)CC(=O)O)C ({4-[3-(2-chloro-benzenesulfonylamino)-1-methylene-propyl]-6-fluoro-3-methyl-naphthalen-2-yl}-acetic acid). As a reaction SMILES: C[O:2][C:3](=[O:32])[CH2:4][C:5]1[C:14]([CH3:15])=[C:13]([C:16](=[CH2:30])[CH2:17][CH2:18][NH:19][S:20]([C:23]2[CH:28]=[CH:27][CH:26]=[CH:25][C:24]=2[Cl:29])(=[O:22])=[O:21])[C:12]2[C:7](=[CH:8][CH:9]=[C:10]([F:31])[CH:11]=2)[CH:6]=1.[Li+].[OH-]>C1COCC1.O>[Cl:29][C:24]1[CH:25]=[CH:26][CH:27]=[CH:28][C:23]=1[S:20]([NH:19][CH2:18][CH2:17][C:16]([C:13]1[C:12]2[C:7](=[CH:8][CH:9]=[C:10]([F:31])[CH:11]=2)[CH:6]=[C:5]([CH2:4][C:3]([OH:32])=[O:2])[C:14]=1[CH3:15])=[CH2:30])(=[O:21])=[O:22] |f:1.2|.